This data is from the Open Reaction Database (ORD), a public repository of structured organic reaction records. The task is: describe an organic reaction: reactants, conditions, products, and yield The reactants are O=C([O-])[O-], COc1ccc(-c2nc(CCl)co2)cc1, NC(=O)c1c(F)ccc(O)c1F, [K+], [K+], CN(C)C=O. Yields the product COc1ccc(-c2nc(COc3ccc(F)c(C(N)=O)c3F)co2)cc1. As a reaction SMILES: [C:28](=[O:29])([O-:30])[O-:31].[Cl:1][CH2:2][c:3]1[n:4][c:5](-[c:8]2[cH:9][cH:10][c:11]([O:14][CH3:15])[cH:12][cH:13]2)[o:6][cH:7]1.[F:16][c:17]1[c:18]([C:19](=[O:20])[NH2:21])[c:22]([F:27])[cH:23][cH:24][c:25]1[OH:26].[K+:32].[K+:33].[O:34]=[CH:35][N:36]([CH3:37])[CH3:38]>>[CH2:2]([c:3]1[n:4][c:5](-[c:8]2[cH:9][cH:10][c:11]([O:14][CH3:15])[cH:12][cH:13]2)[o:6][cH:7]1)[O:26][c:25]1[c:17]([F:16])[c:18]([C:19](=[O:20])[NH2:21])[c:22]([F:27])[cH:23][cH:24]1. Starting materials: FC1(CCN(CC1)C1=NC=C(C=C1)[N+](=O)[O-])F (2-(4,4-difluoropiperidin-1-yl)-5-nitropyridine), C1CCOC1 (THF), CN(C)C=O (DMF). The reagents and catalysts are [Ni] (Raney Nickel). The solvent is O (water). Conditions: time 2 hour. Yields the product FC1(CCN(CC1)C1=CC=C(C=N1)N)F (6-(4,4-difluoropiperidin-1-yl)pyridin-3-amine). The yield is 85.0%. RXN SMILES: [F:1][C:2]1([F:17])[CH2:7][CH2:6][N:5]([C:8]2[CH:13]=[CH:12][C:11]([N+:14]([O-])=O)=[CH:10][N:9]=2)[CH2:4][CH2:3]1.C1COCC1.CN(C=O)C>[Ni].O>[F:17][C:2]1([F:1])[CH2:7][CH2:6][N:5]([C:8]2[N:9]=[CH:10][C:11]([NH2:14])=[CH:12][CH:13]=2)[CH2:4][CH2:3]1. Reported procedure: The product from Example 135A (4.56 g, 18.75 mmol) and solvent THF (20 mL)/DMF were added to Ra-Ni 2800, water slurry (4.56 g, 78 mmol) in a 250 mL SS pressure bottle and stirred for 2 hr at 30 psi and ambient temperature. The mixture was filtered through a nylon membrane and washed with MeOH. The filtrate was concentrated and dried under vacuum to afford the title compound (3.40 g, 85%). 1H NMR (400 MHz, DMSO-D6) δ 2.03-1.88 (m, 4H), 3.49-3.38 (m, 4H), 4.61 (s, 2H), 6.73 (d, J=8.8, 1H), 6.93 (d... The reactants are COC=1C=C(C=CC1)CCC1=C(C=CC=C1)O (2-[2-(3-methoxyphenyl)ethyl]phenol), C(C)(C)(C)OC(=O)N1CCC(CC1)O (1-t-butoxycarbonyl-4-hydroxypiperidine), C1(=CC=CC=C1)P(C1=CC=CC=C1)C1=CC=CC=C1 (triphenylphosphine), N(=NC(=O)OCC)C(=O)OCC (diethyl azodicarboxylate). Solvent: C(Cl)Cl (methylene chloride). Product: C(C)(C)(C)OC(=O)N1CCC(CC1)OC1=C(C=CC=C1)CCC1=CC(=CC=C1)OC (1-t-Butoxycarbonyl-4-{2-[2-(3-methoxyphenyl)ethyl]phenoxy}piperidine). Isolated yield 46.1%. As a reaction SMILES: [CH3:1][O:2][C:3]1[CH:4]=[C:5]([CH2:9][CH2:10][C:11]2[CH:16]=[CH:15][CH:14]=[CH:13][C:12]=2[OH:17])[CH:6]=[CH:7][CH:8]=1.[C:18]([O:22][C:23]([N:25]1[CH2:30][CH2:29][CH:28](O)[CH2:27][CH2:26]1)=[O:24])([CH3:21])([CH3:20])[CH3:19].C1(P(C2C=CC=CC=2)C2C=CC=CC=2)C=CC=CC=1.N(C(OCC)=O)=NC(OCC)=O>C(Cl)Cl>[C:18]([O:22][C:23]([N:25]1[CH2:30][CH2:29][CH:28]([O:17][C:12]2[CH:13]=[CH:14][CH:15]=[CH:16][C:11]=2[CH2:10][CH2:9][C:5]2[CH:6]=[CH:7][CH:8]=[C:3]([O:2][CH3:1])[CH:4]=2)[CH2:27][CH2:26]1)=[O:24])([CH3:21])([CH3:19])[CH3:20]. Procedure details: Following a procedure similar to that described in Example 36(a), 456 mg of 2-[2-(3-methoxyphenyl)ethyl]phenol (prepared as described in Preparation 20), 600 mg of 1-t-butoxycarbonyl-4-hydroxypiperidine and 865 mg of triphenylphosphine were reacted with 575 mg of diethyl azodicarboxylate in 30 ml of methylene chloride. The reaction mixture was worked up as described in Example 6(a), and the crude product thus obtained was purified by column chromatography through silica gel, using a 4:1 by volum... The reactants are C=CC=C (1,3-butadiene), C1(=CC=CC=C1)C(=C)C1=CC=CC=C1 (1,1-diphenylethylene), vinyl, Cl[Sn](Cl)(Cl)Cl (SnCl4), Cl[Sn](Cl)(Cl)Cl (SnCl4), N#N (N2), C=CC1=CC=CC=C1 (styrene), [Li]CCCC (nBuLi), C1(=CC=CC=C1)C(=C)C1=CC=CC=C1 (1,1-diphenylethylene). Solvent: CCCCCC (hexane), CCCCCC (hexane), CCCCCC (hexane). The product is C=CC=C.C=CC1=CC=CC=C1 (1,3-butadiene styrene). RXN SMILES: [CH2:1]=[CH:2][CH:3]=[CH2:4].[CH2:5]=[CH:6][C:7]1[CH:12]=[CH:11][CH:10]=[CH:9][CH:8]=1.[Li]CCCC.C1(C(C2C=CC=CC=2)=C)C=CC=CC=1.N#N.Cl[Sn](Cl)(Cl)Cl>CCCCCC>[CH2:1]=[CH:2][CH:3]=[CH2:4].[CH2:5]=[CH:6][C:7]1[CH:12]=[CH:11][CH:10]=[CH:9][CH:8]=1 |f:7.8|. Procedure details: To a 1-gallon stainless steel reactor under a N2 blanket was charged 3.0 lbs. of 21.5% 1,3-butadiene in technical grade hexane, 3.0 lbs. of technical grade hexane and 67 g of 33% styrene in hexane. All solvents were dried to less than 5 ppm water and oxygen free. 64.7 mmol of nBuLi was charged to the reactor and polymerization was allowed to proceed for 5 and ⅓ hours at 123-127° F. 308 grams of a control sample was taken and live cement was terminated with isopropanol. A second 308 gram sample w... Reactants: NC1=NNC=N1 (3-amino-1,2,4-triazole), C(C)(C)C(C(=O)OCC)C(=O)OCC (diethyl 2-isopropylmalonate), C(CCC)N(CCCC)CCCC (tributylamine). The solvent is [OH-].[Na+] (sodium hydroxide). Conditions: temperature 180 celsius, time 6 hour. Product: OC1=NC=2N(C(=C1C(C)C)O)N=CN2 (5,7-dihydroxy-6-isopropyl-[1,2,4]-triazolo-[1,5-α]-pyrimidine). The yield is 82.4%. As a reaction SMILES: [NH2:1][C:2]1[N:6]=[CH:5][NH:4][N:3]=1.[CH:7]([CH:10]([C:16](OCC)=[O:17])[C:11](OCC)=[O:12])([CH3:9])[CH3:8].C(N(CCCC)CCCC)CCC>[OH-].[Na+]>[OH:12][C:11]1[C:10]([CH:7]([CH3:9])[CH3:8])=[C:16]([OH:17])[N:3]2[N:4]=[CH:5][N:6]=[C:2]2[N:1]=1 |f:3.4|. Procedure details: A mixture of 14 g (0.17 mol) of 3-amino-1,2,4-triazole, 34.3 g (0.17 mol) of diethyl 2-isopropylmalonate and 50 ml of tributylamine were stirred at 180° C. for 6 h. The reaction mixture was then cooled to 70° C., an aqueous solution of sodium hydroxide (21 g/200 ml of water) was added and the mixture was stirred for 30 min. The organic phase was separated and the aqueous phase was extracted with diethyl ether. The aqueous phase was then acidified using conc. hydrochloric acid and the resulting p... Starting materials: CC(=O)c1ccc2cc(Br)ccc2c1, C1COCCO1, CCOC(=O)c1ccc(C#Cc2ccc3c(c2)C(c2ccc(C)cc2)=CCC3(C)C)cc1, [O-]Cl, [Na+], [Na+], [OH-], O. Reaction SMILES: [C:6]([CH3:7])(=[O:8])[c:9]1[cH:10][c:11]2[cH:12][cH:13][c:14]([Br:19])[cH:15][c:16]2[cH:17][cH:18]1.[CH2:53]1[O:54][CH2:55][CH2:56][O:57][CH2:58]1.[CH3:20][C:21]1([CH3:22])[CH2:23][CH:24]=[C:25]([c:26]2[cH:27][cH:28][c:29]([CH3:30])[cH:31][cH:32]2)[c:33]2[cH:34][c:35]([C:36]#[C:37][c:38]3[cH:39][cH:40][c:41]([C:42]([O:43][CH2:44][CH3:46])=[O:45])[cH:47][cH:48]3)[cH:49][cH:50][c:51]21.[Cl:1][O-:2].[Na+:3].[Na+:5].[OH-:4].[OH2:52]>>[C:6]([OH:8])([c:9]1[cH:10][c:11]2[cH:12][cH:13][c:14]([Br:19])[cH:15][c:16]2[cH:17][cH:18]1)=[O:45]. Yields the product O=C(O)c1ccc2cc(Br)ccc2c1. Reactants: CNC1=C(C=C(C(=O)OC)C=C1)[N+](=O)[O-] (methyl 4-methylamino-3-nitro-benzoate), C(#N)C1=CC=C(C(=O)Cl)C=C1 (4-cyano-benzoylchloride), P(=O)(Cl)(Cl)Cl (phosphorusoxychloride). The solvent is O (water). Reaction conditions: temperature 100 celsius, time 8 hour. Product: C(#N)C1=CC=C(C(=O)N(C2=C(C=C(C(=O)OC)C=C2)[N+](=O)[O-])C)C=C1 (Methyl 4-[N-(4-cyano-benzoyl)-methylamino]-3-nitro-benzoate). As a reaction SMILES: [CH3:1][NH:2][C:3]1[CH:12]=[CH:11][C:6]([C:7]([O:9][CH3:10])=[O:8])=[CH:5][C:4]=1[N+:13]([O-:15])=[O:14].[C:16]([C:18]1[CH:26]=[CH:25][C:21]([C:22](Cl)=[O:23])=[CH:20][CH:19]=1)#[N:17].P(Cl)(Cl)(Cl)=O>O>[C:16]([C:18]1[CH:26]=[CH:25][C:21]([C:22]([N:2]([CH3:1])[C:3]2[CH:12]=[CH:11][C:6]([C:7]([O:9][CH3:10])=[O:8])=[CH:5][C:4]=2[N+:13]([O-:15])=[O:14])=[O:23])=[CH:20][CH:19]=1)#[N:17]. Procedure: A mixture of 13.1 g of methyl 4-methylamino-3-nitro-benzoate, 10.3 g of 4-cyano-benzoylchloride and 75 ml of phosphorusoxychloride is stirred for 8 hours at 100° C. After cooling, the mixture is decomposed with water and the aqueous phase is extracted with ethyl acetate. The ethyl acetate phases are washed with soda solution and concentrated by evaporation. The residue is dissolved in a little acetone and ether is slowly added. The quantities precipitated initially (about 1.2 g) are discarded. A... Reactants: OC1=CC(=NC2=CC=CC=C12)C(=O)O (4-Hydroxy-quinoline-2-carboxylic acid), FC(C(=O)O)(F)F.C(CCC)OC(=O)N1CCN(CC1)C([C@H](CCOCC1=CC=CC=C1)N)=O (4-((S)-2-Amino-4-benzyloxy-butyryl)-piperazine-1-carboxylic acid butyl ester trifluoroacetate), C=1C=CC2=C(C1)N=NN2O (HOBT), C(CCl)Cl (EDC). The solvent is CN(C)C=O (DMF), O (water). Run at time 16 hour. Yields the product C(CCC)OC(=O)N1CCN(CC1)C([C@H](CCOCC1=CC=CC=C1)NC(=O)C1=NC2=CC=CC=C2C(=C1)O)=O (4-{(S)-4-Benzyloxy-2-[(4-hydroxy-quinoline-2-carbonyl)-amino]-butyryl}-piperazine-1-carboxylic acid butyl ester). RXN SMILES: [OH:1][C:2]1[C:11]2[C:6](=[CH:7][CH:8]=[CH:9][CH:10]=2)[N:5]=[C:4]([C:12]([OH:14])=O)[CH:3]=1.FC(F)(F)C(O)=O.[CH2:22]([O:26][C:27]([N:29]1[CH2:34][CH2:33][N:32]([C:35](=[O:48])[C@@H:36]([NH2:47])[CH2:37][CH2:38][O:39][CH2:40][C:41]2[CH:46]=[CH:45][CH:44]=[CH:43][CH:42]=2)[CH2:31][CH2:30]1)=[O:28])[CH2:23][CH2:24][CH3:25].C1C=CC2N(O)N=NC=2C=1.C(Cl)CCl>CN(C=O)C.O>[CH2:22]([O:26][C:27]([N:29]1[CH2:30][CH2:31][N:32]([C:35](=[O:48])[C@@H:36]([NH:47][C:12]([C:4]2[CH:3]=[C:2]([OH:1])[C:11]3[C:6](=[CH:7][CH:8]=[CH:9][CH:10]=3)[N:5]=2)=[O:14])[CH2:37][CH2:38][O:39][CH2:40][C:41]2[CH:42]=[CH:43][CH:44]=[CH:45][CH:46]=2)[CH2:33][CH2:34]1)=[O:28])[CH2:23][CH2:24][CH3:25] |f:1.2|. Reported procedure: To a solution of 1 g of 4-Hydroxy-quinoline-2-carboxylic acid and 2.6 g of 4-((S)-2-Amino-4-benzyloxy-butyryl)-piperazine-1-carboxylic acid butyl ester trifluoroacetate in 12 ml of DMF, 0.8 g of HOBT, 1.0 g of EDC and 1.2 g of NEM was added and the reaction mixture was stirred for 16 h at RT. Then, the reaction mixture was diluted with water and extracted with ethyl acetate. The organic phase was dried over MgSO4 and the solvents were removed under reduced pressure. The crude product was precipi... Reactants: O=C(Cl)OCC(Cl)(Cl)Cl, COc1ccc(N)cn1, C1CCOC1, c1ccncc1. The product is COc1ccc(NC(=O)OCC(Cl)(Cl)Cl)cn1. As a reaction SMILES: [Cl:16][C:17](=[O:18])[O:19][CH2:20][C:21]([Cl:22])([Cl:23])[Cl:24].[NH2:1][c:2]1[cH:3][cH:4][c:5]([O:8][CH3:9])[n:6][cH:7]1.[O:25]1[CH2:26][CH2:27][CH2:28][CH2:29]1.[cH:10]1[cH:11][cH:12][n:13][cH:14][cH:15]1>>[NH:1]([c:2]1[cH:3][cH:4][c:5]([O:8][CH3:9])[n:6][cH:7]1)[C:17](=[O:18])[O:19][CH2:20][C:21]([Cl:22])([Cl:23])[Cl:24]. Starting materials: FC1=C(C=CC=C1)OC (2-fluoro-anisole), ice water, [Al+3].[Cl-].[Cl-].[Cl-] (AlCl3), CC(CCCC(=O)Cl)C (5-methyl-hexanoyl chloride). The solvent is [N+](=O)([O-])C1=CC=CC=C1 (nitrobenzene), [N+](=O)([O-])C1=CC=CC=C1 (nitrobenzene). Product: FC=1C=C(C=CC1OC)C(CCCC(C)C)=O (1-(3-fluoro-4-methoxy-phenyl)-5-methyl-hexan-1-one). RXN SMILES: [Al+3].[Cl-].[Cl-].[Cl-].[CH3:5][CH:6]([CH3:13])[CH2:7][CH2:8][CH2:9][C:10](Cl)=[O:11].[F:14][C:15]1[CH:20]=[CH:19][CH:18]=[CH:17][C:16]=1[O:21][CH3:22]>[N+](C1C=CC=CC=1)([O-])=O>[F:14][C:15]1[CH:20]=[C:19]([C:10](=[O:11])[CH2:9][CH2:8][CH2:7][CH:6]([CH3:13])[CH3:5])[CH:18]=[CH:17][C:16]=1[O:21][CH3:22] |f:0.1.2.3|. Procedure details: 14 ml of nitrobenzene are cooled in an ice-bath and then mixed in succession with 3.8 g of AlCl3 and 3.7 g of 5-methyl-hexanoyl chloride in 5 ml of nitrobenzene. The mixture is stirred and then treated with 2.7 ml of 2-fluoro-anisole. The solution is stirred overnight, then poured into ice-water and extracted with methylene chloride. The extracts are washed with water and 10% aqueous NaCl solution, and thereafter dried and concentrated and recrystallized using pentane. 5.31 g of 1-(3-fluoro-4-me...